This data is from the Open Reaction Database (ORD), a public repository of structured organic reaction records. The task is: describe an organic reaction: reactants, conditions, products, and yield The reactants are C(#N)C1=CC=C(CN2C=NC=C2C=O)C=C1 (1-(4-cyanobenzyl)-5-imidazole-carboxaldehyde), NC1=CC(=C(C=C1)C1=CC=CC=C1)OC (1-amino-3-methoxy-4-phenylbenzene). Yields the product C(#N)C1=CC=C(CN2C=NC=C2CNC2=CC(=C(C=C2)C2=CC=CC=C2)OC)C=C1 (1-[N-(1-(4-cyanobenzyl)-5-imidazolylmethyl)amino]-3-methoxy-4-phenylbenzen). As a reaction SMILES: [C:1]([C:3]1[CH:16]=[CH:15][C:6]([CH2:7][N:8]2[C:12]([CH:13]=O)=[CH:11][N:10]=[CH:9]2)=[CH:5][CH:4]=1)#[N:2].[NH2:17][C:18]1[CH:23]=[CH:22][C:21]([C:24]2[CH:29]=[CH:28][CH:27]=[CH:26][CH:25]=2)=[C:20]([O:30][CH3:31])[CH:19]=1>>[C:1]([C:3]1[CH:16]=[CH:15][C:6]([CH2:7][N:8]2[C:12]([CH2:13][NH:17][C:18]3[CH:23]=[CH:22][C:21]([C:24]4[CH:29]=[CH:28][CH:27]=[CH:26][CH:25]=4)=[C:20]([O:30][CH3:31])[CH:19]=3)=[CH:11][N:10]=[CH:9]2)=[CH:5][CH:4]=1)#[N:2]. Procedure: The titled compound was prepared from the product of Step 5 and 1-amino-3-methoxy-4-phenylbenzene using the procedure described in Step 3 of Example 1. Starting materials: COC(=O)C=1SC=CC1N (3-amino-thiophene-2-carboxylic acid methyl ester), C(=O)([O-])[O-].[K+].[K+] (K2CO3), ClC(=O)OCC (ethyl chloroformate). Solvent: C1=CC=CC=C1 (benzene). Product: COC(=O)C=1SC=CC1NC(=O)OCC (3-Ethoxycarbonylamino-thiophene-2-carboxylic acid methyl ester). Yield: 98.4%. Reaction SMILES: [CH3:1][O:2][C:3]([C:5]1[S:6][CH:7]=[CH:8][C:9]=1[NH2:10])=[O:4].C([O-])([O-])=O.[K+].[K+].Cl[C:18]([O:20][CH2:21][CH3:22])=[O:19]>C1C=CC=CC=1>[CH3:1][O:2][C:3]([C:5]1[S:6][CH:7]=[CH:8][C:9]=1[NH:10][C:18]([O:20][CH2:21][CH3:22])=[O:19])=[O:4] |f:1.2.3|. Reported procedure: To a solution of 3-amino-thiophene-2-carboxylic acid methyl ester (2.39 g, 15.2 mmol) in benzene (51 mL) was added K2CO3 (6.30 g, 45.6 mmol) followed by ethyl chloroformate (1.74 mL, 18.2 mmol). After heating at reflux for 12 h, the mixture was filtered and the filtrate was concentrated to afford the desired product (3.43 g), which was used in the next step without further purification. MS: 230.0. 1H NMR (400 MHz, CD3OD) δ ppm 7.82 (d, J=5.5 Hz, 1H), 7.66 (d, J=5.6 Hz, 1H), 4.23 (q, J=7.1 Hz, 2H... The reactants are C(C)(C)N (isopropylamine), CC=1C(=C(C=CC1)S(=O)(=O)Cl)[N+](=O)[O-] (3-methyl-2-nitrobenzenesulfonyl chloride), O (Water). Run in ClCCl (dichloromethane), ClCCl (dichloromethane). Run at time 2 hour. Yields the product CC=1C(=C(C=CC1)S(=O)(=O)NC(C)C)[N+](=O)[O-] (3-methyl-N-(1-methylethyl)-2-nitrobenzenesulfonamide). The yield is 74.0%. Reaction SMILES: [CH:1]([NH2:4])([CH3:3])[CH3:2].[CH3:5][C:6]1[C:7]([N+:16]([O-:18])=[O:17])=[C:8]([S:12](Cl)(=[O:14])=[O:13])[CH:9]=[CH:10][CH:11]=1.O>ClCCl>[CH3:5][C:6]1[C:7]([N+:16]([O-:18])=[O:17])=[C:8]([S:12]([NH:4][CH:1]([CH3:3])[CH3:2])(=[O:13])=[O:14])[CH:9]=[CH:10][CH:11]=1. Procedure: To a solution of isopropylamine (13 mL, 155 mmol) in 60 mL of dichloromethane at 0° C. was added a solution of 5.3 g of 3-methyl-2-nitrobenzenesulfonyl chloride (prepared according to Courtin, A. Helv. Chim. Acta, 1976, 59, 379–387) in 60 mL of dichloromethane dropwise. The reaction mixture was stirred 2 hours at room temperature. Water was added and the layers were separated. The organic layer was dried (sodium sulfate) and the volatiles were removed with a rotary evaporator. The residue was pu...